Dataset: the Open Reaction Database (ORD), a public repository of structured organic reaction records. Task: describe an organic reaction: reactants, conditions, products, and yield The reactants are CCN(CC)c1ccc(N)cc1, C1CCOC1, C[Si](C)(C)[N-][Si](C)(C)C, NC(=O)c1ccc(Cl)nc1Cl, [Li+]. The product is CCN(CC)c1ccc(Nc2nc(Cl)ccc2C(N)=O)cc1. RXN SMILES: [CH2:12]([CH3:13])[N:14]([c:15]1[cH:16][cH:17][c:18]([NH2:21])[cH:19][cH:20]1)[CH2:22][CH3:23].[CH2:34]1[O:35][CH2:36][CH2:37][CH2:38]1.[CH3:24][Si:25]([N-:26][Si:27]([CH3:28])([CH3:29])[CH3:30])([CH3:31])[CH3:32].[Cl:1][c:2]1[c:3]([C:4](=[O:5])[NH2:6])[cH:7][cH:8][c:9]([Cl:11])[n:10]1.[Li+:33]>>[c:2]1([NH:21][c:18]2[cH:17][cH:16][c:15]([N:14]([CH2:12][CH3:13])[CH2:22][CH3:23])[cH:20][cH:19]2)[c:3]([C:4](=[O:5])[NH2:6])[cH:7][cH:8][c:9]([Cl:11])[n:10]1. Starting materials: Cc1c(Cc2ccc(C(=O)C(C)(C)C)cc2)c(=O)[nH]c2c(F)ccc(O)c12, COC(=O)CBr. Product: COC(=O)COc1ccc(F)c2[nH]c(=O)c(Cc3ccc(C(=O)C(C)(C)C)cc3)c(C)c12. As a reaction SMILES: [CH3:1][C:2]([C:3](=[O:4])[c:5]1[cH:6][cH:7][c:8]([CH2:9][c:10]2[c:11](=[O:23])[nH:12][c:13]3[c:14]([F:22])[cH:15][cH:16][c:17]([OH:21])[c:18]3[c:19]2[CH3:20])[cH:24][cH:25]1)([CH3:26])[CH3:27].[CH3:28][O:29][C:30]([CH2:31][Br:32])=[O:33]>>[CH3:1][C:2]([C:3](=[O:4])[c:5]1[cH:6][cH:7][c:8]([CH2:9][c:10]2[c:11](=[O:23])[nH:12][c:13]3[c:14]([F:22])[cH:15][cH:16][c:17]([O:21][CH2:31][C:30]([O:29][CH3:28])=[O:33])[c:18]3[c:19]2[CH3:20])[cH:24][cH:25]1)([CH3:26])[CH3:27].